This data is from the Open Reaction Database (ORD), a public repository of structured organic reaction records. The task is: describe an organic reaction: reactants, conditions, products, and yield Starting materials: CO, Cl, CSc1nccn1N, CC(C)(C)c1cc(C=O)cc(C(C)(C)C)c1O. Yields the product CSc1nccn1N=Cc1cc(C(C)(C)C)c(O)c(C(C)(C)C)c1. RXN SMILES: [CH3:27][OH:28].[ClH:9].[NH2:1][n:2]1[c:3]([S:7][CH3:8])[n:4][cH:5][cH:6]1.[OH:10][c:11]1[c:12]([C:23]([CH3:24])([CH3:25])[CH3:26])[cH:13][c:14]([CH:15]=[O:16])[cH:17][c:18]1[C:19]([CH3:20])([CH3:21])[CH3:22]>>[N:1]([n:2]1[c:3]([S:7][CH3:8])[n:4][cH:5][cH:6]1)=[CH:15][c:14]1[cH:13][c:12]([C:23]([CH3:24])([CH3:25])[CH3:26])[c:11]([OH:10])[c:18]([C:19]([CH3:20])([CH3:21])[CH3:22])[cH:17]1. Starting materials: [OH-].[Na+] (sodium hydroxide), C1NC(CC2=CC=CC=C12)C(=O)O ((-)-1,2,3,4-tetrahydroisoquinoline-3-carboxylic acid), [OH-].[Na+] (sodium hydroxide), C(C1=CC=CC=C1)(=O)SCC(C(=O)Cl)C ((-)-3-benzoylthio-2-methylpropionyl chloride). Solvent: O (water), O (water), CCOCC (ether). Conditions: temperature 5 celsius, time 8 hour. Product: C(C1=CC=CC=C1)(=O)SCC(C(=O)N1CC2=CC=CC=C2CC1C(=O)O)C (2-(3-Benzoylthio-2-methylpropanoyl)-1,2,3,4-tetrahydroisoquinoline-3-carboxylic acid). Yield: 66.0%. RXN SMILES: [CH2:1]1[C:10]2[C:5](=[CH:6][CH:7]=[CH:8][CH:9]=2)[CH2:4][CH:3]([C:11]([OH:13])=[O:12])[NH:2]1.[OH-].[Na+].[C:16]([S:24][CH2:25][CH:26]([CH3:30])[C:27](Cl)=[O:28])(=[O:23])[C:17]1[CH:22]=[CH:21][CH:20]=[CH:19][CH:18]=1>O.CCOCC>[C:16]([S:24][CH2:25][CH:26]([CH3:30])[C:27]([N:2]1[CH:3]([C:11]([OH:13])=[O:12])[CH2:4][C:5]2[C:10](=[CH:9][CH:8]=[CH:7][CH:6]=2)[CH2:1]1)=[O:28])(=[O:23])[C:17]1[CH:22]=[CH:21][CH:20]=[CH:19][CH:18]=1 |f:1.2|. Procedure: To a solution of (-)-1,2,3,4-tetrahydroisoquinoline-3-carboxylic acid (7.0 g., 0.04 M) and sodium hydroxide (1.6 g., 0.04 M) in water (160 ml.) at 10° C. was slowly added (-)-3-benzoylthio-2-methylpropionyl chloride (9.7 g., 0.04 M). At the same time, from a separate dropping funnel, was added a solution of sodium hydroxide (1.6 g., 0.04 M) in water (15 ml), at such a rate that the solution was maintained at a pH between 9.5 and 7.5 pH units (final pH 7.5). After stirring overnight at 5° C., the... The reactants are CCOC(=O)c1nc(N2CCc3cccc(C(=O)N(COCC[Si](C)(C)C)c4nc5ccccc5s4)c3C2)sc1-c1ccc(COc2ccc(-c3nn(C(=O)OC(C)(C)C)c(N)c3C#N)cc2)cc1, CC(C)(C)OC(=O)n1nc(-c2cccc(O)c2)c(C#N)c1N. Product: CCOC(=O)c1nc(N2CCc3cccc(C(=O)N(COCC[Si](C)(C)C)c4nc5ccccc5s4)c3C2)sc1-c1ccc(COc2cccc(-c3nn(C(=O)OC(C)(C)C)c(N)c3C#N)c2)cc1. Reaction SMILES: [NH2:1][c:2]1[n:3]([C:4]([O:5][C:6]([CH3:7])([CH3:8])[CH3:9])=[O:10])[n:11][c:12](-[c:13]2[cH:14][cH:15][c:16]([O:17][CH2:19][c:20]3[cH:21][cH:22][c:23](-[c:26]4[c:27]([C:61](=[O:62])[O:63][CH2:64][CH3:65])[n:28][c:29]([N:31]5[CH2:32][c:33]6[c:34]([C:41]([N:42]([CH2:43][O:44][CH2:45][CH2:46][Si:47]([CH3:48])([CH3:49])[CH3:50])[c:51]7[s:52][c:53]8[c:54]([n:55]7)[cH:56][cH:57][cH:58][cH:59]8)=[O:60])[cH:35][cH:36][cH:37][c:38]6[CH2:39][CH2:40]5)[s:30]4)[cH:24][cH:25]3)[cH:18][cH:66]2)[c:67]1[C:68]#[N:69].[NH2:70][c:71]1[c:72]([C:90]#[N:91])[c:73](-[c:83]2[cH:84][c:85]([OH:89])[cH:86][cH:87][cH:88]2)[n:74][n:75]1[C:76](=[O:77])[O:78][C:79]([CH3:80])([CH3:81])[CH3:82]>>[CH2:19]([c:20]1[cH:21][cH:22][c:23](-[c:26]2[c:27]([C:61](=[O:62])[O:63][CH2:64][CH3:65])[n:28][c:29]([N:31]3[CH2:32][c:33]4[c:34]([C:41]([N:42]([CH2:43][O:44][CH2:45][CH2:46][Si:47]([CH3:48])([CH3:49])[CH3:50])[c:51]5[s:52][c:53]6[c:54]([n:55]5)[cH:56][cH:57][cH:58][cH:59]6)=[O:60])[cH:35][cH:36][cH:37][c:38]4[CH2:39][CH2:40]3)[s:30]2)[cH:24][cH:25]1)[O:89][c:85]1[cH:84][c:83](-[c:73]2[c:72]([C:90]#[N:91])[c:71]([NH2:70])[n:75]([C:76](=[O:77])[O:78][C:79]([CH3:80])([CH3:81])[CH3:82])[n:74]2)[cH:88][cH:87][cH:86]1. Starting materials: CCOC(C)=O, N#Cc1ccc([N+](=O)[O-])cc1F, [K+], [K+], O=C([O-])[O-], O, O, Cl[Sn]Cl. The product is N#Cc1ccc(N)cc1F. RXN SMILES: [CH3:24][CH2:25][O:26][C:27]([CH3:28])=[O:29].[F:1][c:2]1[c:3]([C:4]#[N:5])[cH:6][cH:7][c:8]([N+:10]([O-:11])=[O:12])[cH:9]1.[K+:18].[K+:19].[O-:20][C:21]([O-:22])=[O:23].[OH2:13].[OH2:14].[Sn:15]([Cl:16])[Cl:17]>>[F:1][c:2]1[c:3]([C:4]#[N:5])[cH:6][cH:7][c:8]([NH2:10])[cH:9]1. Reactants: C=CCC(CN(C)C(=O)c1cc(Br)cc(Br)c1)c1ccc(F)cc1, C=CCC(CN(C)C(=O)c1cc(C(F)(F)F)cc(C(F)(F)F)c1)c1ccc(F)cc1. The product is CN(CC(CC=O)c1ccc(F)cc1)C(=O)c1cc(Br)cc(Br)c1. As a reaction SMILES: [Br:1][c:2]1[cH:3][c:4]([C:5](=[O:6])[N:7]([CH3:8])[CH2:9][CH:10]([CH2:11][CH:12]=[CH2:13])[c:14]2[cH:15][cH:16][c:17]([F:20])[cH:18][cH:19]2)[cH:21][c:22]([Br:24])[cH:23]1.[F:25][c:26]1[cH:27][cH:28][c:29]([CH:30]([CH2:31][CH:32]=[CH2:33])[CH2:34][N:35]([CH3:36])[C:37]([c:38]2[cH:39][c:40]([C:41]([F:42])([F:43])[F:44])[cH:45][c:46]([C:47]([F:48])([F:49])[F:51])[cH:52]2)=[O:50])[cH:53][cH:54]1>>[Br:1][c:2]1[cH:3][c:4]([C:5](=[O:6])[N:7]([CH3:8])[CH2:9][CH:10]([CH2:11][CH:12]=[O:50])[c:14]2[cH:15][cH:16][c:17]([F:20])[cH:18][cH:19]2)[cH:21][c:22]([Br:24])[cH:23]1. The reactants are O(C1=CC=CC=C1)CC(=O)NC1[C@@H]2N(C(=C(CS2)C)C(=O)[O-])C1=O.[Na+] (sodium 7-phenoxyacetylamino-3-methyl-3-cephem-4-carboxylate), S(=O)(=O)([O-])[O-].[OH-].C(CCC)[N+](CCCC)(CCCC)CCCC.C(CCC)[N+](CCCC)(CCCC)CCCC.C(CCC)[N+](CCCC)(CCCC)CCCC (tetra-n-butylammonium hydroxide sulfate), C(C=C)Br (allyl bromide), C(C=C)Br (allyl bromide), [OH-].[Na+] (sodium hydroxide). Run in C(Cl)Cl (methylene chloride), O (water). Conditions: temperature 50 celsius, time 5 minute. Yields the product O(C1=CC=CC=C1)CC(=O)NC1[C@@H]2N(C(=C(CS2)C)C(=O)OCC=C)C1=O (allyl 7-phenoxyacetylamino-3-methyl-3-cephem-4-carboxylate). Reaction SMILES: [O:1]([CH2:8][C:9]([NH:11][CH:12]1[C:23](=[O:24])[N:14]2[C:15]([C:20]([O-:22])=[O:21])=[C:16]([CH3:19])[CH2:17][S:18][C@H:13]12)=[O:10])[C:2]1[CH:7]=[CH:6][CH:5]=[CH:4][CH:3]=1.[Na+].S([O-])([O-])(=O)=O.[OH-].[CH2:32]([N+](CCCC)(CCCC)CCCC)[CH2:33][CH2:34]C.C([N+](CCCC)(CCCC)CCCC)CCC.C([N+](CCCC)(CCCC)CCCC)CCC.[OH-].[Na+].C(Br)C=C>C(Cl)Cl.O>[O:1]([CH2:8][C:9]([NH:11][CH:12]1[C:23](=[O:24])[N:14]2[C:15]([C:20]([O:22][CH2:34][CH:33]=[CH2:32])=[O:21])=[C:16]([CH3:19])[CH2:17][S:18][C@H:13]12)=[O:10])[C:2]1[CH:7]=[CH:6][CH:5]=[CH:4][CH:3]=1 |f:0.1,2.3.4.5.6,7.8|. Reported procedure: The solution of sodium 7-phenoxyacetylamino-3-methyl-3-cephem-4-carboxylate was added to a solution of 71.3 g (210 mmole) of tetra-n-butylammonium hydroxide sulfate in 700 ml of methylene chloride and 700 ml of water which had been readjusted to pH 7.5 with 2N sodium hydroxide. The mixture was stirred for about 5 minutes and the methylene chloride layer was separated. The aqueous phase was extracted twice with methylene chloride and the extracts were combined with the organic layer. The organic ... Reactants: C(Cl)Cl (CH2Cl2), C(C=C)(=O)OC(C)(C)C (tert-butyl acrylate), C(C)N(C(C)C)C(C)C ((i-Pr)2EtN), BrC=1C=NC2=C(CN3CCC[C@H]3C(N2)=O)C1 ((S)-6-bromo-1,2,3,4,9,10a-hexahydro-3a,8,9-triaza-benzo[f]azulen-10-one), CC1=C(C=CC=C1)P(C2=C(C=CC=C2)C)C3=C(C=CC=C3)C (P(o-tol)3). Reagents/catalysts: CC(=O)[O-].CC(=O)[O-].[Pd+2] (Pd(OAc)2). Solvent: C(CC)#N (propionitrile), CN(C)C=O (DMF). Reaction conditions: time 30 minute. Yields the product Cl.O=C1NC2=C(CN3CCC[C@@H]13)C=C(C=N2)/C=C/C(=O)O ((S)-(E)-3-(10-Oxo-2,3,4,9,10,10a-hexahydro-1H-3a,8,9-triaza-benzo[f]azulen-6-yl)acrylic acid hydrochloride). Yield: 40.0%. Reaction SMILES: Br[C:2]1[CH:3]=[N:4][C:5]2[NH:14][C:13](=[O:15])[C@H:12]3[N:8]([CH2:9][CH2:10][CH2:11]3)[CH2:7][C:6]=2[CH:16]=1.[C:17]([O:21]C(C)(C)C)(=[O:20])[CH:18]=[CH2:19].C(N(C(C)C)C(C)C)C.CC1C=CC=CC=1P(C1C=CC=CC=1C)C1C=CC=CC=1C.C(Cl)[Cl:58]>C(#N)CC.CN(C=O)C.CC([O-])=O.CC([O-])=O.[Pd+2]>[ClH:58].[O:15]=[C:13]1[C@H:12]2[N:8]([CH2:9][CH2:10][CH2:11]2)[CH2:7][C:6]2[CH:16]=[C:2](/[CH:19]=[CH:18]/[C:17]([OH:21])=[O:20])[CH:3]=[N:4][C:5]=2[NH:14]1 |f:7.8.9,10.11|. Procedure details: A suspension of (S)-6-bromo-1,2,3,4,9,10a-hexahydro-3a,8,9-triaza-benzo[f]azulen-10-one (1.46 g, 5.17 mmol) in propionitrile (40 mL) and DMF (10 mL) was de-oxygenated with Ar for 30 min. The mixture was treated with tert-butyl acrylate (3.0 mL, 20 mmol) and (i-Pr)2EtN (1.9 mL, 11 mmol) and was de-oxygenated with Ar for 10 min. Pd(OAc)2 (0.12 g, 0.53 mmol) and P(o-tol)3 (0.34 mg, 1.12 mmol) were added simultaneously, and the mixture was de-oxygenated a third time for 5 min. The mixture was heated...